From a dataset of the Open Reaction Database (ORD), a public repository of structured organic reaction records. describe an organic reaction: reactants, conditions, products, and yield The reactants are N#CC1(c2cccs2)CCC(=O)CC1, O, OCCO, Cc1ccc(S(=O)(=O)O)cc1, c1ccccc1. The product is N#CC1(c2cccs2)CCC2(CC1)OCCO2. RXN SMILES: [C:16](#[N:17])[C:18]1([c:25]2[s:26][cH:27][cH:28][cH:29]2)[CH2:19][CH2:20][C:21](=[O:24])[CH2:22][CH2:23]1.[OH2:30].[OH:1][CH2:2][CH2:3][OH:4].[c:5]1([CH3:6])[cH:7][cH:8][c:9]([S:10]([OH:11])(=[O:12])=[O:13])[cH:14][cH:15]1.[cH:31]1[cH:32][cH:33][cH:34][cH:35][cH:36]1>>[O:1]1[CH2:2][CH2:3][O:4][C:21]12[CH2:20][CH2:19][C:18]([C:16]#[N:17])([c:25]1[s:26][cH:27][cH:28][cH:29]1)[CH2:23][CH2:22]2. Yields the product C(C)(=O)OCC1=CC(=CC=C1)OCC#C (3-propargyloxybenzyl acetate). As a reaction SMILES: [CH2:1]([O:4][C:5]1[CH:6]=[C:7]([CH:10]=[CH:11][CH:12]=1)[CH2:8][OH:9])[C:2]#[CH:3].[C:13](OC(=O)C)(=[O:15])[CH3:14]>S(=O)(=O)(O)O.C(Cl)Cl>[C:13]([O:9][CH2:8][C:7]1[CH:10]=[CH:11][CH:12]=[C:5]([O:4][CH2:1][C:2]#[CH:3])[CH:6]=1)(=[O:15])[CH3:14]. Solvent: C(Cl)Cl (DCM). Reagents/catalysts: S(O)(O)(=O)=O (Sulfuric acid). Conditions: temperature 0 celsius, time 30 minute. Reactants: C(C#C)OC=1C=C(CO)C=CC1 (3-propargyloxybenzyl alcohol), C(C)(=O)OC(C)=O (acetic anhydride), ice water. Reported procedure: A 5.0 L flange flask was charged with 3 (706 g, approx. 4.36 mol, 1 eq) and acetic anhydride (99.5%, ex. Fisher, 1300 ml, 1 mol) to give a clear solution. Sulfuric acid (conc. 98%, 150 drops, ˜3 ml, catalytic) was then added very slowly (dropwise) over 30 minutes, with cooling to 0° C. by aid of an ice/water bath to control the exotherm to give a very dark reaction mixture. Maximum internal temperature observed was 45° C. After the addition the reaction mixture was stirred for 30 min, then the r... Starting materials: ClC=1C=C(C=CC1)NC1=NC=CC(=N1)C1=CC(=NC=C1)NN ((3-Chloro-phenyl)-[4-(2-hydrazino-pyridin-4-yl)-pyrimidin-2-yl]-amine), C(C1=CC=CC=C1)(=O)CCC(=O)O (3-benzoylpropionic acid). Solvent: C(CCC)O (n-Butanol). Conditions: temperature 0 celsius, time 3 hour. Yields the product ClC=1C=C(C=CC1)NC1=NC=CC(=N1)C1=CC(=NC=C1)N1N=C(CCC1=O)C1=CC=CC=C1 ((4[2-(3-Chloro-phenylamino)-pyrimidin-4-yl]-pyridin-2-yl}-6-Phenyl-4,5-dihydro-2H-pyridazin-3-one). Isolated yield 11.6%. As a reaction SMILES: [Cl:1][C:2]1[CH:3]=[C:4]([NH:8][C:9]2[N:14]=[C:13]([C:15]3[CH:20]=[CH:19][N:18]=[C:17]([NH:21][NH2:22])[CH:16]=3)[CH:12]=[CH:11][N:10]=2)[CH:5]=[CH:6][CH:7]=1.[C:23]([CH2:31][CH2:32][C:33](O)=[O:34])(=O)[C:24]1[CH:29]=[CH:28][CH:27]=[CH:26][CH:25]=1>C(O)CCC>[Cl:1][C:2]1[CH:3]=[C:4]([NH:8][C:9]2[N:14]=[C:13]([C:15]3[CH:20]=[CH:19][N:18]=[C:17]([N:21]4[C:33](=[O:34])[CH2:32][CH2:31][C:23]([C:24]5[CH:29]=[CH:28][CH:27]=[CH:26][CH:25]=5)=[N:22]4)[CH:16]=3)[CH:12]=[CH:11][N:10]=2)[CH:5]=[CH:6][CH:7]=1. Reported procedure: To a suspension of (3-Chloro-phenyl)-[4-(2-hydrazino-pyridin-4-yl)-pyrimidin-2-yl]-amine (2 g) in n-Butanol (40 mL) was added of 1.14 g of 3-benzoylpropionic acid. The mixture was heated at reflux. After 3 h, the mixture was cooled at 0° C. and the 4-({4[2-(3-Chloro-phenylamino)-pyrimidin-4-yl]-pyridin-2-yl}-hydrazono)-4-phenyl-butyric acid (2.19 g, 72%) was recovered by filtration. Mp 144–146° C., 1H NMR (DMSO-d6).12.0 (1H, OH), 10.4 (1H, s, NH), 10.1 (1H, s, NH), 8.77 (1H, d, 5 Hz), 8.42 (1H, ... Reactants: ClCCSC1=C(C=CC=C1)OC (o-(2-chloroethylthio)-anisole), N (ammonia), Cl (hydrochloride). Yields the product COC1=C(C=CC=C1)SCCN (2-(2-methoxyphenylthio)-ethylamine). As a reaction SMILES: Cl[CH2:2][CH2:3][S:4][C:5]1[CH:10]=[CH:9][CH:8]=[CH:7][C:6]=1[O:11][CH3:12].[NH3:13].Cl>>[CH3:12][O:11][C:6]1[CH:7]=[CH:8][CH:9]=[CH:10][C:5]=1[S:4][CH2:3][CH2:2][NH2:13]. Reported procedure: by the reaction of o-(2-chloroethylthio)-anisole in liquid ammonia for 8 hours at 120° C.; oil; b.p. 118°-122° C./0.05 mm.Hg.; hydrochloride m.p. 163°-167° C.; The reactants are COC1=C(C(=O)OC)C=CC(=C1)C (methyl 2-methoxy-4-methylbenzoate), C1CC(=O)N(C1=O)Br (NBS). The reagents and catalysts are CC(C)(C#N)N=NC(C)(C)C#N (AIBN). The solvent is C(C)OCC (diethyl ether), C(Cl)(Cl)(Cl)Cl (CCl4). The product is BrCC1=CC(=C(C(=O)OC)C=C1)OC (methyl 4-(bromomethyl)-2-methoxybenzoate). Isolated yield 70.2%. RXN SMILES: [CH3:1][O:2][C:3]1[CH:12]=[C:11]([CH3:13])[CH:10]=[CH:9][C:4]=1[C:5]([O:7][CH3:8])=[O:6].C1C(=O)N([Br:21])C(=O)C1>C(Cl)(Cl)(Cl)Cl.C(OCC)C.CC(N=NC(C#N)(C)C)(C#N)C>[Br:21][CH2:13][C:11]1[CH:10]=[CH:9][C:4]([C:5]([O:7][CH3:8])=[O:6])=[C:3]([O:2][CH3:1])[CH:12]=1. Reported procedure: To a solution of methyl 2-methoxy-4-methylbenzoate (10.00 g, 55 mmol) in CCl4 (150 mL) were added NBS (11.8 g, 66 mmol) and AIBN (0.100 g). The reaction mixture was refluxed for 18 h. The reaction mass was diluted with diethyl ether and washed with 25% NaOH solution. The organic layer was dried over anhydrous sodium sulphate and concentrated to afford 10.00 g of desired product. 1H NMR (300 MHz, DMSO d6): δ 3.77 (m, 6H), 4.68 (s, 2H), 7.06 (d, J=7.8 Hz, 1H), 7.23 (s, 1H), 7.61 (d, J=7.8 Hz, 1H);...